Dataset: the Open Reaction Database (ORD), a public repository of structured organic reaction records. Task: describe an organic reaction: reactants, conditions, products, and yield The reactants are C[O-], CNC, CO, [Na+], COC(=O)c1c([N+](=O)[O-])cccc1S(=O)(=O)NCC(C)O. The product is CC(O)CNS(=O)(=O)c1cccc([N+](=O)[O-])c1C(=O)N(C)C. Reaction SMILES: [CH3:22][O-:23].[CH3:25][NH:26][CH3:27].[CH3:28][OH:29].[Na+:24].[OH:1][CH:2]([CH2:3][NH:4][S:5](=[O:6])(=[O:7])[c:8]1[c:9]([C:10]([O:12][CH3:11])=[O:13])[c:14]([N+:18](=[O:19])[O-:20])[cH:15][cH:16][cH:17]1)[CH3:21]>>[OH:1][CH:2]([CH2:3][NH:4][S:5](=[O:6])(=[O:7])[c:8]1[c:9]([C:10](=[O:12])[N:26]([CH3:25])[CH3:27])[c:14]([N+:18](=[O:19])[O-:20])[cH:15][cH:16][cH:17]1)[CH3:21].